This data is from the Open Reaction Database (ORD), a public repository of structured organic reaction records. The task is: describe an organic reaction: reactants, conditions, products, and yield The reactants are C(C)(=O)C=1SC(=CC1)Br (2-acetyl-5-bromothiophene), BrC1=CC=C(S1)C(=O)CC#N (2-(5-bromothiophene-2-carbonyl)acetonitrile), C1(CCCC1)=O (Cyclopentanone), BrC1=CC=C(S1)C(=O)CC#N (2-(5-bromothiophene-2-carbonyl)acetonitrile), N1CCOCC1 (morpholine), [S] (sulfur). Yields the product NC1=C(C2=C(S1)CCC2)C(=O)C=2SC(=CC2)Br ((2-Amino-5,6-dihydro-4H-cyclopenta[b]thiophen-3-yl)-(5-bromothio-phen-2-yl)-methanone). The yield is 73.0%. RXN SMILES: [C:1]([C:4]1[S:5][C:6](Br)=[CH:7][CH:8]=1)(=O)C.[Br:10][C:11]1[S:15][C:14]([C:16]([CH2:18][C:19]#[N:20])=[O:17])=[CH:13][CH:12]=1.C1(=O)CCCC1.N1CCOCC1.[S]>>[NH2:20][C:19]1[S:5][C:6]2[CH2:1][CH2:4][CH2:8][C:7]=2[C:18]=1[C:16]([C:14]1[S:15][C:11]([Br:10])=[CH:12][CH:13]=1)=[O:17] |^3:32|. Procedure: The procedure of Example 1 was followed except that 2-acetyl-5-bromothiophene (Aldrich) was used in place of acetophenone to prepare the corresponding 2-(5-bromothiophene-2-carbonyl)acetonitrile (Steps A and B). Cyclopentanone (Aldrich), 2-(5-bromothiophene-2-carbonyl)acetonitrile, morpholine, and sulfur were reacted according to the procedure of Step C, Example 1, to afford the desired compound. Yield: 73%; IR (KBr) cm−1: 3349, 3236, 3130, 1590, 1549, 1431, 1414, 1269, 975; 1H NMR (CDCl3):δ2.28... Starting materials: CC1=C(C=CC(=C1)OC1OCCCC1)C1=CC(=CC=C1)COC1=CC=C(C=C1)CCC(=O)OC (methyl 3-(4-{[2′-methyl-4′-(tetrahydro-2H-pyran-2-yloxy)biphenyl-3-yl]methoxy}phenyl)propanoate), [OH-].[Na+] (sodium hydroxide), C(CC(O)(C(=O)O)CC(=O)O)(=O)O (citric acid), O (Water). The solvent is CO (methanol), O1CCCC1 (tetrahydrofuran). Reaction conditions: time 24 hour. The product is CC1=C(C=CC(=C1)OC1OCCCC1)C1=CC(=CC=C1)COC1=CC=C(C=C1)CCC(=O)O (3-(4-{[2′-methyl-4′-(tetrahydro-2H-pyran-2-yloxy)biphenyl-3-yl]methoxy}phenyl)propanoic acid). Yield: 75.1%. Reaction SMILES: [CH3:1][C:2]1[CH:7]=[C:6]([O:8][CH:9]2[CH2:14][CH2:13][CH2:12][CH2:11][O:10]2)[CH:5]=[CH:4][C:3]=1[C:15]1[CH:20]=[CH:19][CH:18]=[C:17]([CH2:21][O:22][C:23]2[CH:28]=[CH:27][C:26]([CH2:29][CH2:30][C:31]([O:33]C)=[O:32])=[CH:25][CH:24]=2)[CH:16]=1.[OH-].[Na+].O.C(O)(=O)CC(CC(O)=O)(C(O)=O)O>CO.O1CCCC1>[CH3:1][C:2]1[CH:7]=[C:6]([O:8][CH:9]2[CH2:14][CH2:13][CH2:12][CH2:11][O:10]2)[CH:5]=[CH:4][C:3]=1[C:15]1[CH:20]=[CH:19][CH:18]=[C:17]([CH2:21][O:22][C:23]2[CH:24]=[CH:25][C:26]([CH2:29][CH2:30][C:31]([OH:33])=[O:32])=[CH:27][CH:28]=2)[CH:16]=1 |f:1.2|. Reported procedure: To a solution of methyl 3-(4-{[2′-methyl-4′-(tetrahydro-2H-pyran-2-yloxy)biphenyl-3-yl]methoxy}phenyl)propanoate (0.599 g, 1.30 mmol) in methanol (6 mL) and tetrahydrofuran (6 mL) was added 2 M aqueous sodium hydroxide solution (2 mL) and the mixture was stirred at room temperature for 24 hrs. Water was added to the reaction mixture, and the mixture was neutralized with 10% aqueous citric acid solution and extracted with ethyl acetate. The extract was washed with saturated brine, dried over anhy...